From a dataset of the Open Reaction Database (ORD), a public repository of structured organic reaction records. describe an organic reaction: reactants, conditions, products, and yield Starting materials: O=C([O-])[O-], COc1ccc(Cn2nc(C)c3c(Oc4cc(F)c([N+](=O)[O-])cc4Cl)ccnc32)cc1, CCOC(C)=O, [Na+], [Na+]. Product: COc1ccc(Cn2nc(C)c3c(Oc4cc(F)c(N)cc4Cl)ccnc32)cc1. RXN SMILES: [C:38](=[O:39])([O-:40])[O-:41].[CH3:1][O:2][c:3]1[cH:4][cH:5][c:6]([CH2:7][n:8]2[n:9][c:10]([CH3:29])[c:11]3[c:12]2[n:13][cH:14][cH:15][c:16]3[O:17][c:18]2[c:19]([Cl:28])[cH:20][c:21]([N+:25]([O-:26])=[O:27])[c:22]([F:24])[cH:23]2)[cH:30][cH:31]1.[CH3:32][CH2:33][O:34][C:35]([CH3:36])=[O:37].[Na+:42].[Na+:43]>>[CH3:1][O:2][c:3]1[cH:4][cH:5][c:6]([CH2:7][n:8]2[n:9][c:10]([CH3:29])[c:11]3[c:12]2[n:13][cH:14][cH:15][c:16]3[O:17][c:18]2[c:19]([Cl:28])[cH:20][c:21]([NH2:25])[c:22]([F:24])[cH:23]2)[cH:30][cH:31]1. The reactants are C=O (formaldehyde), C(C)(=O)O[BH-](OC(C)=O)OC(C)=O.[Na+] (sodium triacetoxyborohydride), N1CCC(CC1)C1=CC=C(C=N1)NC1=NC=C(C(=N1)CCC1=C(C=CC=C1)C1(CC1)C(=O)N)C(F)(F)F (1-(2-(2-(2-((6-(Piperidin-4-yl)pyridin-3-yl)amino)-5-(trifluoromethyl)pyrimidin-4-yl)ethyl)phenyl)cyclopropanecarboxamide). Run in CO (MeOH). Conditions: time 3 hour. The product is CN1CCC(CC1)C1=CC=C(C=N1)NC1=NC=C(C(=N1)CCC1=C(C=CC=C1)C1(CC1)C(=O)N)C(F)(F)F (1-(2-(2-(2-((6-(1-Methylpiperidin-4-yl)pyridin-3-yl)amino)-5-(trifluoromethyl)pyrimidin-4-yl)ethyl)phenyl)cyclopropanecarboxamide). Yield: 27.2%. RXN SMILES: [NH:1]1[CH2:6][CH2:5][CH:4]([C:7]2[N:12]=[CH:11][C:10]([NH:13][C:14]3[N:19]=[C:18]([CH2:20][CH2:21][C:22]4[CH:27]=[CH:26][CH:25]=[CH:24][C:23]=4[C:28]4([C:31]([NH2:33])=[O:32])[CH2:30][CH2:29]4)[C:17]([C:34]([F:37])([F:36])[F:35])=[CH:16][N:15]=3)=[CH:9][CH:8]=2)[CH2:3][CH2:2]1.C=O.[C:40](O[BH-](OC(=O)C)OC(=O)C)(=O)C.[Na+]>CO>[CH3:40][N:1]1[CH2:2][CH2:3][CH:4]([C:7]2[N:12]=[CH:11][C:10]([NH:13][C:14]3[N:19]=[C:18]([CH2:20][CH2:21][C:22]4[CH:27]=[CH:26][CH:25]=[CH:24][C:23]=4[C:28]4([C:31]([NH2:33])=[O:32])[CH2:29][CH2:30]4)[C:17]([C:34]([F:35])([F:37])[F:36])=[CH:16][N:15]=3)=[CH:9][CH:8]=2)[CH2:5][CH2:6]1 |f:2.3|. Procedure: To a mixture of 1-(2-(2-(2-((6-(piperidin-4-yl)pyridin-3-yl)amino)-5-(trifluoromethyl)pyrimidin-4-yl)ethyl)phenyl)cyclopropanecarboxamide 68 (0.069 g, 0.14 mmol) in anhydrous MeOH (2.0 mL) was added 37% aqueous formaldehyde (0.04 mL, 0.5 mmol) and sodium triacetoxyborohydride (0.147 g, 0.695 mmol). The mixture was stirred for 3 hours at room temperature under a nitrogen atmosphere and then quenched with sat. aq. NaHCO3 (30 mL). The aqueous phase was extracted with EtOAc (2×20 mL) and the combine...